From a dataset of the Open Reaction Database (ORD), a public repository of structured organic reaction records. describe an organic reaction: reactants, conditions, products, and yield Starting materials: Br.C(C)OC(CC=1N(C(SC1)N)CC1=C2NC(C(NC2=CC(=C1)[N+](=O)[O-])=O)=O)=O ([N-(2,3-dioxo-7-nitro-1,2,3,4-tetrahydroquinoxalin-5-ylmethyl)-2-amino-4-thiazolyl]-acetic acid ethyl ester hydrobromide), Cl (HCl). Run in [OH-].[Na+] (sodium hydroxide). Yields the product Cl.O=C1NC2=CC(=CC(=C2NC1=O)CN1C(SC=C1CC(=O)O)N)[N+](=O)[O-] ([N-(2,3-Dioxo-7-nitro-1,2,3,4-tetrahydroquinoxalin-5-ylmethyl)-2-amino-4-thiazolyl]-acetic acid hydrochloride). As a reaction SMILES: Br.C([O:4][C:5](=[O:29])[CH2:6][C:7]1[N:8]([CH2:13][C:14]2[CH:23]=[C:22]([N+:24]([O-:26])=[O:25])[CH:21]=[C:20]3[C:15]=2[NH:16][C:17](=[O:28])[C:18](=[O:27])[NH:19]3)[CH:9]([NH2:12])[S:10][CH:11]=1)C.[ClH:30]>[OH-].[Na+]>[ClH:30].[O:27]=[C:18]1[C:17](=[O:28])[NH:16][C:15]2[C:20](=[CH:21][C:22]([N+:24]([O-:26])=[O:25])=[CH:23][C:14]=2[CH2:13][N:8]2[C:7]([CH2:6][C:5]([OH:29])=[O:4])=[CH:11][S:10][CH:9]2[NH2:12])[NH:19]1 |f:0.1,3.4,5.6|. Reported procedure: 80 mg (0.2 mmol) of [N-(2,3-dioxo-7-nitro-1,2,3,4-tetrahydroquinoxalin-5-ylmethyl)-2-amino-4-thiazolyl]-acetic acid ethyl ester hydrobromide are stirred in 2 ml of 2N sodium hydroxide solution at room temperature for 16 hours. The mixture is acidified with 3N HCl, and the resulting solid is filtered off and washed with a small amount of water and 2×20 ml of diethyl ether. After drying, the title compound is obtained in the form of a yellow solid. Starting materials: BrC=1C(=C(C=CC1)C(CCNC(C(F)(F)F)=O)O)C (N-(3-(3-bromo-2-methylphenyl)-3-hydroxypropyl)-2,2,2-trifluoroacetamide), C(#C)C(CCC)(CCC)O (4-ethynylheptan-4-ol). Product: FC(C(=O)NCCC(C1=C(C=CC(=C1)C#CC(CCC)(CCC)O)C)O)(F)F (2,2,2-trifluoro-N-(3-hydroxy-3-(5-(3-hydroxy-3-propylhex-1-ynyl)-2-methylphenyl)propyl)acetamide). RXN SMILES: Br[C:2]1[C:3]([CH3:19])=[C:4]([CH:8]([OH:18])[CH2:9][CH2:10][NH:11][C:12](=[O:17])[C:13]([F:16])([F:15])[F:14])[CH:5]=[CH:6][CH:7]=1.[C:20]([C:22]([OH:29])([CH2:26][CH2:27][CH3:28])[CH2:23][CH2:24][CH3:25])#[CH:21]>>[F:14][C:13]([F:16])([F:15])[C:12]([NH:11][CH2:10][CH2:9][CH:8]([OH:18])[C:4]1[CH:5]=[C:6]([C:21]#[C:20][C:22]([OH:29])([CH2:26][CH2:27][CH3:28])[CH2:23][CH2:24][CH3:25])[CH:7]=[CH:2][C:3]=1[CH3:19])=[O:17]. Reported procedure: N-(3-(3-bromo-2-methylphenyl)-3-hydroxypropyl)-2,2,2-trifluoroacetamide was coupled with alkynol 20 to give 2,2,2-trifluoro-N-(3-hydroxy-3-(5-(3-hydroxy-3-propylhex-1-ynyl)-2-methylphenyl)propyl)acetamide as a yellow oil. Yield (1.11 g, 62%): 1H NMR (400 MHz, DMSO-d6) δ 9.38 (t, J=5.2 Hz, 1H), 7.41 (d, J=1.6 Hz, 1H), 7.11 (dd, J=8.0, 1.6 Hz, 1H), 7.07 (d, J=8.0 Hz, 1H), 5.26 (d, J=4.4 Hz, 1H), 5.08 (s, 1H), 4.74-4.70 (m, 1H), 3.35-3.25 (m, 2H), 2.21 (s, 3H), 1.78-1.70 (m, 2H), 1.68-1.40 (m, 8H),... The reactants are C1(CC1)C(C)OC(NC1=CC=C(C=C1)C=1N(C2=CC(=CC=C2C1C#N)B1OC(C(O1)(C)C)(C)C)C1CCC1)=O ({4-[3-cyano-1-cyclobutyl-6-(4,4,5,5-tetramethyl-[1,3,2]dioxaborolan-2-yl)-1H-indol-2-yl]-phenyl}-carbamic acid 1-cyclopropyl-ethyl ester), ClC1=NC=CC=N1 (2-chloropyrimidine), [F-].[Cs+] (cesium fluoride). Reagents/catalysts: C=1C=CC(=CC1)[P](C=2C=CC=CC2)(C=3C=CC=CC3)[Pd]([P](C=4C=CC=CC4)(C=5C=CC=CC5)C=6C=CC=CC6)([P](C=7C=CC=CC7)(C=8C=CC=CC8)C=9C=CC=CC9)[P](C=1C=CC=CC1)(C=1C=CC=CC1)C=1C=CC=CC1 (Pd(PPh3)4). Solvent: COCCOC (DME), CCOC(=O)C (EtOAc). Run at temperature 100 celsius, time 16 hour. Yields the product C1(CC1)C(C)OC(NC1=CC=C(C=C1)C=1N(C2=CC(=CC=C2C1C#N)C1=NC=CC=N1)C1CCC1)=O ([4-(3-cyano-1-cyclobutyl-6-pyrimidin-2-yl-1H-indol-2-yl)-phenyl]-carbamic acid 1-cyclopropyl-ethyl ester). Isolated yield 92.2%. Reaction SMILES: [CH:1]1([CH:4]([O:6][C:7](=[O:39])[NH:8][C:9]2[CH:14]=[CH:13][C:12]([C:15]3[N:16]([CH:35]4[CH2:38][CH2:37][CH2:36]4)[C:17]4[C:22]([C:23]=3[C:24]#[N:25])=[CH:21][CH:20]=[C:19](B3OC(C)(C)C(C)(C)O3)[CH:18]=4)=[CH:11][CH:10]=2)[CH3:5])[CH2:3][CH2:2]1.Cl[C:41]1[N:46]=[CH:45][CH:44]=[CH:43][N:42]=1.[F-].[Cs+]>COCCOC.CCOC(C)=O.C1C=CC([P]([Pd]([P](C2C=CC=CC=2)(C2C=CC=CC=2)C2C=CC=CC=2)([P](C2C=CC=CC=2)(C2C=CC=CC=2)C2C=CC=CC=2)[P](C2C=CC=CC=2)(C2C=CC=CC=2)C2C=CC=CC=2)(C2C=CC=CC=2)C2C=CC=CC=2)=CC=1>[CH:1]1([CH:4]([O:6][C:7](=[O:39])[NH:8][C:9]2[CH:14]=[CH:13][C:12]([C:15]3[N:16]([CH:35]4[CH2:38][CH2:37][CH2:36]4)[C:17]4[C:22]([C:23]=3[C:24]#[N:25])=[CH:21][CH:20]=[C:19]([C:41]3[N:46]=[CH:45][CH:44]=[CH:43][N:42]=3)[CH:18]=4)=[CH:11][CH:10]=2)[CH3:5])[CH2:2][CH2:3]1 |f:2.3,^1:64,66,85,104|. Procedure details: A mixture of {4-[3-cyano-1-cyclobutyl-6-(4,4,5,5-tetramethyl-[1,3,2]dioxaborolan-2-yl)-1H-indol-2-yl]-phenyl}-carbamic acid 1-cyclopropyl-ethyl ester (0.2 g, 0.38 mmol), 2-chloropyrimidine (39 mg, 0.34 mg), Pd(PPh3)4 (22 mg, 0.095 mmol) and cesium fluoride (0.116 g, 0.76 mmol) in DME (2.0 mL) was stirred at 100° C. for 16 h. The mixture was then diluted with EtOAc (20 mL), washed with water and brine, dried over Na2SO4, concentrated and purified on silica gel (CH2Cl2/EtOAc) to provide [4-(3-cyan...